The task is: describe an organic reaction: reactants, conditions, products, and yield. This data is from the Open Reaction Database (ORD), a public repository of structured organic reaction records. Reactants: BrCCBr, CCCCc1ccc(Br)cc1, CO, Cl, [Mg], C1CCOC1, N#Cc1nccc2ccccc12. The product is CCCCc1ccc(C(=O)c2nccc3ccccc23)cc1. RXN SMILES: [Br:12][CH2:13][CH2:14][Br:15].[Br:1][c:2]1[cH:3][cH:4][c:5]([CH2:8][CH2:9][CH2:10][CH3:11])[cH:6][cH:7]1.[CH3:35][OH:36].[ClH:29].[Mg:16].[O:30]1[CH2:31][CH2:32][CH2:33][CH2:34]1.[c:17]1([C:27]#[N:28])[n:18][cH:19][cH:20][c:21]2[cH:22][cH:23][cH:24][cH:25][c:26]12>>[c:2]1([C:27]([c:17]2[n:18][cH:19][cH:20][c:21]3[cH:22][cH:23][cH:24][cH:25][c:26]23)=[O:30])[cH:3][cH:4][c:5]([CH2:8][CH2:9][CH2:10][CH3:11])[cH:6][cH:7]1. Starting materials: Cl.CN(CCCN=C=NCC)C (N-(3-dimethylaminopropyl)-N′-ethylcarbodiimide hydrochloride), Cl (hydrochloric acid), ClC=1C=[N+](C=C(C1C[C@H](O)C1=CC(=C(C=C1)OC(F)F)OCC1CC1)Cl)[O-] ((S)-3,5-dichloro-4-(2-(3-(cyclopropylmethoxy)-4-(difluoromethoxy)phenyl)-2-hydroxyethyl)pyridine 1-oxide), N12C[C@@H](C(CC1)CC2)OC(=O)N(C2=CC=CC=C2)CC=2C=C(OCC1=CC=C(C(=O)N3CC(C3)C(=O)OC)C=C1)C=CC2 (methyl 1-[4-[[3-[(N-[(3R)-quinuclidin-3-yl]oxycarbonylanilino)methyl]phenoxy]methyl]benzoyl]azetidine-3-carboxylate), N12C[C@@H](C(CC1)CC2)OC(=O)N(C2=CC=CC=C2)CC=2C=C(OCC1=CC=C(C(=O)N3CC(C3)C(=O)OC)C=C1)C=CC2 (methyl 1-[4-[[3-[(N-[(3R)-quinuclidin-3-yl]oxycarbonylanilino)methyl]phenoxy]methyl]benzoyl]azetidine-3-carboxylate), [OH-].[Li+] (lithium hydroxide). Reagents/catalysts: CN(C1=CC=NC=C1)C (4-(dimethylamino)pyridine). Solvent: C1CCOC1 (THF), CO (methanol). Run at time 18 hour. Product: C1(CC1)COC=1C=C(C=CC1OC(F)F)[C@H](CC1=C(C=[N+](C=C1Cl)[O-])Cl)OC(=O)C1CN(C1)C(C1=CC=C(C=C1)COC1=CC(=CC=C1)CN(C1=CC=CC=C1)C(=O)O[C@H]1CN2CCC1CC2)=O ([(1S)-1-[3-(Cyclopropylmethoxy)-4-(difluoromethoxy)phenyl]-2-(3,5-dichloro-1-oxido-pyridin-1-ium-4-yl)ethyl]1-[4-[[3-[(N-[(3R)-quinuclidin-3-yl]oxycarbonylanilino)methyl]phenoxy]methyl]benzoyl]azetidine-3-carboxylate). Yield: 12.9%. RXN SMILES: [N:1]12[CH2:8][CH2:7][CH:4]([CH2:5][CH2:6]1)[C@@H:3]([O:9][C:10]([N:12]([CH2:19][C:20]1[CH:21]=[C:22]([CH:41]=[CH:42][CH:43]=1)[O:23][CH2:24][C:25]1[CH:40]=[CH:39][C:28]([C:29]([N:31]3[CH2:34][CH:33]([C:35](OC)=[O:36])[CH2:32]3)=[O:30])=[CH:27][CH:26]=1)[C:13]1[CH:18]=[CH:17][CH:16]=[CH:15][CH:14]=1)=[O:11])[CH2:2]2.[OH-].[Li+].Cl.[Cl:47][C:48]1[CH:49]=[N+:50]([O-:73])[CH:51]=[C:52]([Cl:72])[C:53]=1[CH2:54][C@@H:55]([C:57]1[CH:62]=[CH:61][C:60]([O:63][CH:64]([F:66])[F:65])=[C:59]([O:67][CH2:68][CH:69]2[CH2:71][CH2:70]2)[CH:58]=1)[OH:56].Cl.CN(C)CCCN=C=NCC>C1COCC1.CO.CN(C)C1C=CN=CC=1>[CH:69]1([CH2:68][O:67][C:59]2[CH:58]=[C:57]([C@@H:55]([O:56][C:35]([CH:33]3[CH2:32][N:31]([C:29](=[O:30])[C:28]4[CH:27]=[CH:26][C:25]([CH2:24][O:23][C:22]5[CH:41]=[CH:42][CH:43]=[C:20]([CH2:19][N:12]([C:10]([O:9][C@@H:3]6[CH:4]7[CH2:7][CH2:8][N:1]([CH2:6][CH2:5]7)[CH2:2]6)=[O:11])[C:13]6[CH:18]=[CH:17][CH:16]=[CH:15][CH:14]=6)[CH:21]=5)=[CH:40][CH:39]=4)[CH2:34]3)=[O:36])[CH2:54][C:53]3[C:52]([Cl:72])=[CH:51][N+:50]([O-:73])=[CH:49][C:48]=3[Cl:47])[CH:62]=[CH:61][C:60]=2[O:63][CH:64]([F:66])[F:65])[CH2:71][CH2:70]1 |f:1.2,5.6|. Procedure: A solution of methyl 1-[4-[[3-[(N-[(3R)-quinuclidin-3-yl]oxycarbonylanilino)methyl]phenoxy]methyl]benzoyl]azetidine-3-carboxylate (Intermediate 7 above described) (190 mg, 0.32 mmol) in THF (3 mL) and methanol (3 mL) was added with an aqueous solution of 1N lithium hydroxide (0.64 mL, 0.64 mmol). The reaction was stirred at room temperature for 18 hours. The mixture was cooled to 0° C. and acidified by addition of 2N hydrochloric acid dropwise to pH≈2-3. The mixture was allowed to warm to room t... Product: ClC1=C(C2=C(CCN(CC2)C(C(F)(F)F)=O)C=C1)NCC1=CC=C(C=C1)C(CC(C)C)=NO (7-chloro-6-[4-(1-hydroxyimino-3-methyl-butyl)-benzylamino]-3-(2,2,2-trifluoroacetyl)-2,3,4,5-tetrahydro-1H-benzo[d]azepine). Reaction SMILES: Cl.[NH2:2][OH:3].N1C=CC=CC=1.[Cl:10][C:11]1[CH:27]=[CH:26][C:14]2[CH2:15][CH2:16][N:17]([C:20](=[O:25])[C:21]([F:24])([F:23])[F:22])[CH2:18][CH2:19][C:13]=2[C:12]=1[NH:28][CH2:29][C:30]1[CH:35]=[CH:34][C:33]([C:36](=O)[CH2:37][CH:38]([CH3:40])[CH3:39])=[CH:32][CH:31]=1>C(O)C>[Cl:10][C:11]1[CH:27]=[CH:26][C:14]2[CH2:15][CH2:16][N:17]([C:20](=[O:25])[C:21]([F:23])([F:24])[F:22])[CH2:18][CH2:19][C:13]=2[C:12]=1[NH:28][CH2:29][C:30]1[CH:35]=[CH:34][C:33]([C:36](=[N:2][OH:3])[CH2:37][CH:38]([CH3:40])[CH3:39])=[CH:32][CH:31]=1 |f:0.1|. The solvent is C(C)O (ethanol). Isolated yield 43.6%. Starting materials: Cl.NO (hydroxylamine hydrochloride), N1=CC=CC=C1 (pyridine), ClC1=C(C2=C(CCN(CC2)C(C(F)(F)F)=O)C=C1)NCC1=CC=C(C=C1)C(CC(C)C)=O (7-chloro-6-[4-(3-methyl-butyryl)-benzylamino]-3-(2,2,2-trifluoroacetyl)-2,3,4,5-tetrahydro-1H-benzo[d]azepine). Procedure details: Add hydroxylamine hydrochloride (6.3 mg, 0.091 mmol) and pyridine (15 uL, 0.182 mmol) to a solution of 7-chloro-6-[4-(3-methyl-butyryl)-benzylamino]-3-(2,2,2-trifluoroacetyl)-2,3,4,5-tetrahydro-1H-benzo[d]azepine (42 mg, 0.091 mmol) in ethanol (1 mL). Heat the mixture to reflux for 18 h. Remove the solvent in vacuo and partition the residue between DCM and 0.1N aqueous HCl. Dry the organic phase over Na2SO4, filter and concentrate in vacuo. Purify by chromatography on silica gel eluting with hex...